Dataset: the Open Reaction Database (ORD), a public repository of structured organic reaction records. Task: describe an organic reaction: reactants, conditions, products, and yield The reactants are NCCOC1=C2C(=NC=NC2=CC=C1)NC1=CC(=C(C=C1)OCC=1N=CSC1)Cl (5-(2-aminoethoxy)-N-[3-chloro-4-(1,3-thiazol-4-ylmethoxy)phenyl]quinazolin-4-amine), O[C@@H]1C(=O)OCC1 ((S)-(−)-α-hydroxy-γ-butyrolactone). Yields the product ClC=1C=C(C=CC1OCC=1N=CSC1)NC1=NC=NC2=CC=CC(=C12)OCCNC([C@H](CCO)O)=O ((2S)-N-{2-[(4-{[3-Chloro-4-(1,3-thiazol-4-ylmethoxy)phenyl]amino}quinazolin-5-yl)oxy]ethyl}-2,4-dihydroxybutanamide). Yield: 66.0%. RXN SMILES: [NH2:1][CH2:2][CH2:3][O:4][C:5]1[CH:14]=[CH:13][CH:12]=[C:11]2[C:6]=1[C:7]([NH:15][C:16]1[CH:21]=[CH:20][C:19]([O:22][CH2:23][C:24]3[N:25]=[CH:26][S:27][CH:28]=3)=[C:18]([Cl:29])[CH:17]=1)=[N:8][CH:9]=[N:10]2.[OH:30][C@H:31]1[CH2:36][CH2:35][O:34][C:32]1=[O:33]>>[Cl:29][C:18]1[CH:17]=[C:16]([NH:15][C:7]2[C:6]3[C:11](=[CH:12][CH:13]=[CH:14][C:5]=3[O:4][CH2:3][CH2:2][NH:1][C:32](=[O:33])[C@@H:31]([OH:30])[CH2:36][CH2:35][OH:34])[N:10]=[CH:9][N:8]=2)[CH:21]=[CH:20][C:19]=1[O:22][CH2:23][C:24]1[N:25]=[CH:26][S:27][CH:28]=1. Procedure: The procedure described in Example 63 was repeated using 5-(2-aminoethoxy)-N-[3-chloro-4-(1,3-thiazol-4-ylmethoxy)phenyl]quinazolin-4-amine (obtained as described in Example 71, preparation of starting materials) and (S)-(−)-α-hydroxy-γ-butyrolactone to give the title compound in 66% yield; NMR spectrum (DMSO-d6 400 MHz) 1.44-1.55 (m, 1H), 1.73-1.85 (m, 1H), 3.41-3.52 (m, 2H), 3.65-3.77 (m, 2H), 3.93-4.02 (m, 1H), 4.31-4.48 (m, 3H), 5.38 (s, 2H), 5.50 (d, 1H), 7.17 (d, 1H), 7.33 (t, 2H), (7.60 (... Reactants: O=C([O-])[O-], CC1(C)C(OCC(F)(F)F)C1C(=O)O, Fc1ccc(CBr)cc1Oc1ccccc1, [K+], [K+], CN(C)C=O. The product is CC1(C)C(OCC(F)(F)F)C1C(=O)OCc1ccc(F)c(Oc2ccccc2)c1. RXN SMILES: [C:15](=[O:16])([O-:17])[O-:18].[F:1][C:2]([CH2:3][O:4][CH:5]1[C:6]([CH3:11])([CH3:12])[CH:7]1[C:8](=[O:9])[OH:10])([F:13])[F:14].[F:21][c:22]1[c:23]([O:30][c:31]2[cH:32][cH:33][cH:34][cH:35][cH:36]2)[cH:24][c:25]([CH2:26][Br:27])[cH:28][cH:29]1.[K+:19].[K+:20].[O:37]=[CH:38][N:39]([CH3:40])[CH3:41]>>[F:1][C:2]([CH2:3][O:4][CH:5]1[C:6]([CH3:11])([CH3:12])[CH:7]1[C:8](=[O:9])[O:10][CH2:26][c:25]1[cH:24][c:23]([O:30][c:31]2[cH:32][cH:33][cH:34][cH:35][cH:36]2)[c:22]([F:21])[cH:29][cH:28]1)([F:13])[F:14]. Starting materials: Cc1c(C(=O)O)oc2ccccc12, NCc1ccc(F)cc1. The reagents and catalysts are C1CCC(CC1)N=C=NC2CCCCC2 (DCC). Solvent: CN(C)C=O (DMF), CN(C)C=O (DMF), CN(C)C=O (DMF), CN(C)C=O (DMF), CN(C)C=O (DMF), CN(C)C=O (DMF). Run at temperature 25 celsius, time 2 hour. The product is Cc1c(C(=O)NCc2ccc(F)cc2)oc2ccccc12. Yield: 2.6%. As a reaction SMILES: NCc1ccc(F)cc1.Cc1c(C(=O)O)oc2ccccc12.C1CCC(CC1)N=C=NC2CCCCC2.CN(C)C=O>>Cc1c(C(=O)NCc2ccc(F)cc2)oc2ccccc12. Starting materials: FC=1C=C(OC2=C3C=C(NC3=CC=C2)C(=O)O)C=C(C1)F (4-(3,5-difluoro-phenoxy)-1H-indole-2-carboxylic acid), Cl.Cl.Cl.N1(CCCCCC1)CCN1CCC(CC1)N (1-(2-Azepan-1-yl-ethyl)-piperidin-4-ylamine tri-hydrochloride). The product is N1(CCCCCC1)CCN1CCC(CC1)NC(=O)C=1NC2=CC=CC(=C2C1)OC1=CC(=CC(=C1)F)F (4-(3,5-Difluoro-phenoxy)-1H-indole-2-carboxylic acid [1-(2-azepan-1-yl-ethyl)-piperidin-4-yl]-amide). RXN SMILES: [F:1][C:2]1[CH:3]=[C:4]([CH:18]=[C:19]([F:21])[CH:20]=1)[O:5][C:6]1[CH:14]=[CH:13][CH:12]=[C:11]2[C:7]=1[CH:8]=[C:9]([C:15]([OH:17])=O)[NH:10]2.Cl.Cl.Cl.[N:25]1([CH2:32][CH2:33][N:34]2[CH2:39][CH2:38][CH:37]([NH2:40])[CH2:36][CH2:35]2)[CH2:31][CH2:30][CH2:29][CH2:28][CH2:27][CH2:26]1>>[N:25]1([CH2:32][CH2:33][N:34]2[CH2:35][CH2:36][CH:37]([NH:40][C:15]([C:9]3[NH:10][C:11]4[C:7]([CH:8]=3)=[C:6]([O:5][C:4]3[CH:18]=[C:19]([F:21])[CH:20]=[C:2]([F:1])[CH:3]=3)[CH:14]=[CH:13][CH:12]=4)=[O:17])[CH2:38][CH2:39]2)[CH2:31][CH2:30][CH2:29][CH2:28][CH2:27][CH2:26]1 |f:1.2.3.4|. Procedure details: This compound is synthesized analogously to Example 1 from 4-(3,5-difluoro-phenoxy)-1H-indole-2-carboxylic acid 153 (preparation see below) and amine 5. Procedure: 3-(Methylsulfanyl)-5-phenyl-1,2,4-triazine (2.93 g, 73%) was prepared from methyl hydrazinecarbimidothioate (2.07 g, 19.7 mmol) and phenylglyoxal monohydrate (2.89 g, 19.7 mmol) according to the general procedure of Preparation 2. Yield: 73.2%. As a reaction SMILES: [NH:1]([C:3]([S:5][CH3:6])=[NH:4])[NH2:2].O.[C:8]1([C:14]([CH:16]=O)=O)[CH:13]=[CH:12][CH:11]=[CH:10][CH:9]=1>>[CH3:6][S:5][C:3]1[N:1]=[N:2][CH:16]=[C:14]([C:8]2[CH:13]=[CH:12][CH:11]=[CH:10][CH:9]=2)[N:4]=1 |f:1.2|. Reactants: N(N)C(=N)SC (methyl hydrazinecarbimidothioate), O.C1(=CC=CC=C1)C(=O)C=O (phenylglyoxal monohydrate). Yields the product CSC=1N=NC=C(N1)C1=CC=CC=C1 (3-(Methylsulfanyl)-5-phenyl-1,2,4-triazine). Reactants: [I-].C(C)C1=CC=2C=CC3=[N+](C2C=C1)C=C1N3C=3C=CC(=CC3C=C1)F (3-ethyl-10-fluoroimidazo[1,2-a:3,4-a']diquinolin-15-ium iodide), N1CCC1 (azetidine), N1CCC1 (azetidine). The solvent is CN(C=O)C (dimethylformamide). Run at time 7 day. The product is [I-].N1(CCC1)C1=CC=2C=CC=3N(C2C=C1)C1=[N+](C=2C=CC(=CC2C=C1)CC)C3 (10-(1-Azetidinyl)-3-ethylimidazo[1,2-a:3,4-a']diquinolin-15-ium Iodide). RXN SMILES: [I-:1].[CH2:2]([C:4]1[CH:13]=[CH:12][C:11]2[N+:10]3[CH:14]=[C:15]4[CH:24]=[CH:23][C:22]5[CH:21]=[C:20](F)[CH:19]=[CH:18][C:17]=5[N:16]4[C:9]=3[CH:8]=[CH:7][C:6]=2[CH:5]=1)[CH3:3].[NH:26]1[CH2:29][CH2:28][CH2:27]1>CN(C)C=O>[I-:1].[N:26]1([C:20]2[CH:19]=[CH:18][C:17]3[N:16]4[C:9]5[CH:8]=[CH:7][C:12]6[CH:13]=[C:4]([CH2:2][CH3:3])[CH:5]=[CH:6][C:11]=6[N+:10]=5[CH:14]=[C:15]4[CH:24]=[CH:23][C:22]=3[CH:21]=2)[CH2:29][CH2:28][CH2:27]1 |f:0.1,4.5|. Procedure details: A stirred mixture of 2.21 g. of 3-ethyl-10-fluoroimidazo[1,2-a:3,4-a']diquinolin-15-ium iodide, 15 ml. of dimethylformamide and 1.0 ml. of azetidine is heated at 72° C. for 3 days in a pressure vessel, then cooled, treated with 0.5 ml. of azetidine and allowed to stand at 20°-25° C. for 7 days, with occasional agitation. The resulting precipitate of 10-(1-azetidinyl)-3-ethylimidazo[1,2-a:3,4-a']diquinolin-15-ium iodide is collected by filtration, washed with water and dried; m.p. 270°-275° C., a... Reactants: BrC(C(=O)OCC)(F)F (ethyl 2-bromo-2,2-difluoroacetate), BrC1=CC=C(C=N1)OC1=CC=C(C#N)C=C1 (4-((6-Bromopyridin-3-yl)oxy)benzonitrile). The reagents and catalysts are [Cu] (copper). Run in CS(=O)C (dimethylsulfoxide), C(C)(=O)OCC (ethyl acetate). Conditions: time 4 hour. Yields the product C(#N)C1=CC=C(OC=2C=CC(=NC2)C(C(=O)OCC)(F)F)C=C1 (ethyl 2-(5-(4-cyanophenoxy)pyridin-2-yl)-2,2-difluoroacetate). Isolated yield 56.2%. Reaction SMILES: Br[C:2]([F:9])([F:8])[C:3]([O:5][CH2:6][CH3:7])=[O:4].Br[C:11]1[N:16]=[CH:15][C:14]([O:17][C:18]2[CH:25]=[CH:24][C:21]([C:22]#[N:23])=[CH:20][CH:19]=2)=[CH:13][CH:12]=1>CS(C)=O.C(OCC)(=O)C.[Cu]>[C:22]([C:21]1[CH:20]=[CH:19][C:18]([O:17][C:14]2[CH:13]=[CH:12][C:11]([C:2]([F:9])([F:8])[C:3]([O:5][CH2:6][CH3:7])=[O:4])=[N:16][CH:15]=2)=[CH:25][CH:24]=1)#[N:23]. Reported procedure: A mixture of ethyl 2-bromo-2,2-difluoroacetate (22.13 mL, 109.05 mmol) and copper (13.85 g, 218.1 mmol) in dry dimethylsulfoxide (DMSO) (80 mL) was stirred at room temperature (rt) for 4 h. 4-((6-Bromopyridin-3-yl)oxy)benzonitrile (10 g, 36.35 mmol) was added and the mixture heated at 50° C. for 16 h. The reaction mixture was cooled to room temperature, diluted with 200 mL of ethyl acetate (EtOAc) and stirred for 10 min. The mixture was filtered through a plug of Celite® and the filtrate was was...